Dataset: the Open Reaction Database (ORD), a public repository of structured organic reaction records. Task: describe an organic reaction: reactants, conditions, products, and yield Starting materials: NC(=O)N (urea), N1=CC=CC=C1 (pyridine), CC(=CCC(C(=O)F)(C(=O)F)C(F)(F)F)C ((3-methyl-2-butenyl)trifluoromethylmalonyl fluoride). Solvent: C(OC)COC (glyme), C(OC)COC (glyme). Conditions: temperature 70 celsius, time 8 hour. Yields the product CC(=CCC1(C(NC(NC1=O)=O)=O)C(F)(F)F)C (5-(3-methyl-2-butenyl)-5-trifluoromethylbarbituric acid). Isolated yield 65.9%. Reaction SMILES: [NH2:1][C:2]([NH2:4])=[O:3].N1C=CC=CC=1.[CH3:11][C:12]([CH3:26])=[CH:13][CH2:14][C:15]([C:22]([F:25])([F:24])[F:23])([C:19](F)=[O:20])[C:16](F)=[O:17]>C(COC)OC>[CH3:11][C:12]([CH3:26])=[CH:13][CH2:14][C:15]1([C:22]([F:23])([F:24])[F:25])[C:16](=[O:17])[NH:4][C:2](=[O:3])[NH:1][C:19]1=[O:20]. Procedure details: A mixture of 0.96 g (0.016 mol) of urea, 2.45 g (0.031 mol) of pyridine and 20 ml of glyme was stirred at 25°C while 3.8 g (0.0155 mol) of (3-methyl-2-butenyl)trifluoromethylmalonyl fluoride in 10 ml of glyme was added rapidly. The mixture was stirred overnight, heated for 10 minutes at 70°C, and evaporated to a viscous residue. Trituration of the residue with 20 ml of water gave 2.7 g (66%) of 5-(3-methyl-2-butenyl)-5-trifluoromethylbarbituric acid, mp 150°-153°C. A sample for analysis was recr... Reactants: C=O (Paraformaldehyde), OC1=CC=C(C(=O)OC)C=C1 (Methyl 4-hydroxybenzoate), [Cl-].[Mg+2].[Cl-] (magnesium chloride), TEA. The solvent is C(C)#N (acetonitrile). The product is C(=O)C=1C=C(C(=O)OC)C=CC1O (Methyl 3-formyl-4-hydroxybenzoate). Isolated yield 58.0%. Reaction SMILES: [OH:1][C:2]1[CH:11]=[CH:10][C:5]([C:6]([O:8][CH3:9])=[O:7])=[CH:4][CH:3]=1.[Cl-].[Mg+2].[Cl-].[CH2:15]=[O:16]>C(#N)C>[CH:15]([C:11]1[CH:10]=[C:5]([CH:4]=[CH:3][C:2]=1[OH:1])[C:6]([O:8][CH3:9])=[O:7])=[O:16] |f:1.2.3|. Procedure details: Methyl 4-hydroxybenzoate (3.00 g, 19.7 mmol) and magnesium chloride (2.81 g, 29.5 mmol) were stirred in 100 mL of acetonitrile. TEA (10.3 mL, 73.9 mmol) was added via syringe. Paraformaldehyde (12.0 g, 133 mmol) was added in a single portion and the reaction was heated to reflux. The reaction was stirred at reflux for 24 hours and cooled to rt. The reaction was quenched by the addition of approximately 100 mL of 1N HCl and poured into EtOAc. The layers were separated, and the organic layer was w... Starting materials: O1CCCC1 (tetrahydrofuran), CC(C)(C1=CC(=CC=C1)Cl)N1C(C(C(C1)(C)CBr)C1=C(C=CC=C1)F)=O (1-[1-methyl-1-(3-chlorophenyl)ethyl]-4-bromomethyl-4-methyl-3-(2-fluorophenyl)pyrrolidine-2-one), C[O-].[Na+] (sodium methoxide). The solvent is CO (methanol). Reaction conditions: time 1 hour. The product is CC(C)(C1=CC(=CC=C1)Cl)N1C(C2(CC2(C1)C)C1=C(C=CC=C1)F)=O (3-[1-methyl-1-(3-chlorophenyl)ethyl]-5-methyl-1-(2-fluorophenyl)-3-azabicyclo[3.1.0]hexane-2-one). Isolated yield 87.6%. As a reaction SMILES: O1CCCC1.[CH3:6][C:7]([N:16]1[CH2:20][C:19]([CH2:22]Br)([CH3:21])[CH:18]([C:24]2[CH:29]=[CH:28][CH:27]=[CH:26][C:25]=2[F:30])[C:17]1=[O:31])([C:9]1[CH:14]=[CH:13][CH:12]=[C:11]([Cl:15])[CH:10]=1)[CH3:8].C[O-].[Na+]>CO>[CH3:6][C:7]([N:16]1[CH2:20][C:19]2([CH3:22])[C:18]([C:24]3[CH:29]=[CH:28][CH:27]=[CH:26][C:25]=3[F:30])([CH2:21]2)[C:17]1=[O:31])([C:9]1[CH:14]=[CH:13][CH:12]=[C:11]([Cl:15])[CH:10]=1)[CH3:8] |f:2.3|. Reported procedure: To 20 ml of tetrahydrofuran were added 0.7 g of 1-[1-methyl-1-(3-chlorophenyl)ethyl]-4-bromomethyl-4-methyl-3-(2-fluorophenyl)pyrrolidine-2-one and 0.35 g of a 28% methanol solution of sodium methoxide, and the solution was then stirred at room temperature for 1 hour. After the solvent was distilled off, ice water was added to the solution, and extraction was then made with ethyl acetate. Next, the resultant extract was dried over anhydrous sodium sulfate, and after concentration, column chromat... Starting materials: CCc1ccccc1N=C=S, CCOC(C)=O, CN(C)C=O, Nc1cnc2ccccc2c1. Product: CCc1ccccc1NC(=S)Nc1cnc2ccccc2c1. Reaction SMILES: [CH3:12][CH2:13][c:14]1[c:15]([N:20]=[C:21]=[S:22])[cH:16][cH:17][cH:18][cH:19]1.[CH3:23][CH2:24][O:25][C:26](=[O:27])[CH3:28].[CH3:29][N:30]([CH3:31])[CH:32]=[O:33].[NH2:1][c:2]1[cH:3][n:4][c:5]2[cH:6][cH:7][cH:8][cH:9][c:10]2[cH:11]1>>[NH:1]([c:2]1[cH:3][n:4][c:5]2[cH:6][cH:7][cH:8][cH:9][c:10]2[cH:11]1)[C:21]([NH:20][c:15]1[c:14]([CH2:13][CH3:12])[cH:19][cH:18][cH:17][cH:16]1)=[S:22].